Dataset: the Open Reaction Database (ORD), a public repository of structured organic reaction records. Task: describe an organic reaction: reactants, conditions, products, and yield Reactants: Cc1cc(Cl)nc(Br)c1, O=C([O-])[O-], COCCOC, OB(O)c1ccc(C(F)(F)F)cc1, [Na+], [Na+], O, c1ccc(P(c2ccccc2)(c2ccccc2)[Pd](P(c2ccccc2)(c2ccccc2)c2ccccc2)(P(c2ccccc2)(c2ccccc2)c2ccccc2)P(c2ccccc2)(c2ccccc2)c2ccccc2)cc1. Reaction SMILES: [Br:1][c:2]1[n:3][c:4]([Cl:9])[cH:5][c:6]([CH3:8])[cH:7]1.[C:23](=[O:24])([O-:25])[O-:26].[CH3:29][O:30][CH2:31][CH2:32][O:33][CH3:34].[F:10][C:11]([c:12]1[cH:13][cH:14][c:15]([B:18]([OH:19])[OH:20])[cH:16][cH:17]1)([F:21])[F:22].[Na+:27].[Na+:28].[OH2:35].[cH:36]1[cH:37][cH:38][c:39]([P:40]([Pd:41]([P:42]([c:43]2[cH:44][cH:45][cH:46][cH:47][cH:48]2)([c:49]2[cH:50][cH:51][cH:52][cH:53][cH:54]2)[c:55]2[cH:56][cH:57][cH:58][cH:59][cH:60]2)([P:61]([c:62]2[cH:63][cH:64][cH:65][cH:66][cH:67]2)([c:68]2[cH:69][cH:70][cH:71][cH:72][cH:73]2)[c:74]2[cH:75][cH:76][cH:77][cH:78][cH:79]2)[P:80]([c:81]2[cH:82][cH:83][cH:84][cH:85][cH:86]2)([c:87]2[cH:88][cH:89][cH:90][cH:91][cH:92]2)[c:93]2[cH:94][cH:95][cH:96][cH:97][cH:98]2)([c:99]2[cH:100][cH:101][cH:102][cH:103][cH:104]2)[c:105]2[cH:106][cH:107][cH:108][cH:109][cH:110]2)[cH:111][cH:112]1>>[c:2]1(-[c:15]2[cH:14][cH:13][c:12]([C:11]([F:10])([F:21])[F:22])[cH:17][cH:16]2)[n:3][c:4]([Cl:9])[cH:5][c:6]([CH3:8])[cH:7]1. Yields the product Cc1cc(Cl)nc(-c2ccc(C(F)(F)F)cc2)c1. The reactants are C(=O)(OCC)C(CCP(OCC)(OCC)=O)CCCCCCCCCCCC ((±)-Diethyl 3-(carboethoxy)pentadecylphosphonate), [OH-].[Na+] (NaOH). Run in CCOC(=O)C (EtOAc), CO (MeOH). Run at time 2 hour. Yields the product C(=O)(O)C(CCP(OCC)(OCC)=O)CCCCCCCCCCCC ((±)-Diethyl 3-(carboxy)pentadecylphosphonate). Yield: 109.7%. RXN SMILES: [C:1]([CH:6]([CH2:17][CH2:18][CH2:19][CH2:20][CH2:21][CH2:22][CH2:23][CH2:24][CH2:25][CH2:26][CH2:27][CH3:28])[CH2:7][CH2:8][P:9](=[O:16])([O:13][CH2:14][CH3:15])[O:10][CH2:11][CH3:12])([O:3]CC)=[O:2].[OH-].[Na+]>CO.CCOC(C)=O>[C:1]([CH:6]([CH2:17][CH2:18][CH2:19][CH2:20][CH2:21][CH2:22][CH2:23][CH2:24][CH2:25][CH2:26][CH2:27][CH3:28])[CH2:7][CH2:8][P:9](=[O:16])([O:13][CH2:14][CH3:15])[O:10][CH2:11][CH3:12])([OH:3])=[O:2] |f:1.2|. Procedure: A solution 0.61 g (1.44 mmol) of (±)-diethyl 3-(carboethoxy)pentadecyl phosphonate (from Example 27, Step A) in 10 mL of MeOH was treated with 4.3 mL of 1 N NaOH. The resulting mixture was stirred at rt for 2 h then heated to 50° C. for 16 h. The reaction was diluted with 75 mL of EtOAc, washed with 50 mL of 2 N HCl, 50 mL of sat'd NaCl, dried and concentrated to give 0.62 g of the title compound: ESI-MS 393.1 (M+H).